This data is from the Open Reaction Database (ORD), a public repository of structured organic reaction records. The task is: describe an organic reaction: reactants, conditions, products, and yield Starting materials: CC=1C(=CC=2C(CCC(C2C1)(C)C)(C)C)C1(COC2=C1C=CC(=C2)C(=O)OC)C (methyl 3-(3-methyl-5,6,7,8-tetrahydro-5,5,8,8-tetramethyl-2-naphthyl)-3-methyl-2H-1-benzofuran-6-carboxylate), [OH-].[Na+] (sodium hydroxide), [OH-].[Li+] (lithium hydroxide), CCOC(=O)C (EtOAc). Run in CCCCCCC (heptane). Conditions: time 24 hour. Yields the product CC=1C(=CC=2C(CCC(C2C1)(C)C)(C)C)C1(COC2=C1C=CC(=C2)C(=O)O)C (3-(3-methyl-5,6,7,8-tetrahydro-5,5,8,8-tetramethyl-2-naphthyl)-3-methyl-2H-1-benzofuran-6-carboxylic acid). RXN SMILES: [CH3:1][C:2]1[C:3]([C:16]2([CH3:29])[C:20]3[CH:21]=[CH:22][C:23]([C:25]([O:27]C)=[O:26])=[CH:24][C:19]=3[O:18][CH2:17]2)=[CH:4][C:5]2[C:6]([CH3:15])([CH3:14])[CH2:7][CH2:8][C:9]([CH3:13])([CH3:12])[C:10]=2[CH:11]=1.[OH-].[Na+].[OH-].[Li+].CCOC(C)=O>CCCCCCC>[CH3:1][C:2]1[C:3]([C:16]2([CH3:29])[C:20]3[CH:21]=[CH:22][C:23]([C:25]([OH:27])=[O:26])=[CH:24][C:19]=3[O:18][CH2:17]2)=[CH:4][C:5]2[C:6]([CH3:15])([CH3:14])[CH2:7][CH2:8][C:9]([CH3:12])([CH3:13])[C:10]=2[CH:11]=1 |f:1.2,3.4|. Procedure details: A mixture of methyl 3-(3-methyl-5,6,7,8-tetrahydro-5,5,8,8-tetramethyl-2-naphthyl)-3-methyl-2H-1-benzofuran-6-carboxylate (140 mg, 0.36 mmol), sodium hydroxide (0.06 g, 1.54 mmol) and lithium hydroxide (0.06 g, 1.54 mmol) is stirred at room temperature for 24 h. The mixture is concentrated on a rotary evaporator under vacuum at 40° C. 10 ml of water and 10 ml of ethyl ether are added. The mixture is acidified with concentrated hydrochloric acid solution to pH 1. After separation of the phases by... Starting materials: C1(=CC=CC=C1)C1=C2C(C(=O)NC2=O)=CC=C1 (phenylphthalimide), C(=O)([O-])[O-].[K+].[K+] (K2CO3), BrCC1=CC2=C(N=C(N=C2)C#N)N1CC(C)(C)C (6-bromomethyl-7-(2,2-dimethyl-propyl)-7H-pyrrolo[2,3-d]pyrimidine-2-carbonitrile). The solvent is CN(C)C=O (DMF). Conditions: time 2 hour. The product is CC(CN1C(=CC2=C1N=C(N=C2)C#N)CN2C(C1=CC=CC=C1C2=O)=O)(C)C (7-(2,2-dimethyl-propyl)-6-(1,3-dioxo-1,3-dihydro-isoindol-2-ylmethyl)-7H-pyrrolo[2,3-d]pyrimidine-2-carbonitrile). Yield: 67.7%. RXN SMILES: C1([C:7]2[CH:17]=[CH:16][CH:15]=[C:9]3[C:10]([NH:12][C:13](=[O:14])[C:8]=23)=[O:11])C=CC=CC=1.C([O-])([O-])=O.[K+].[K+].Br[CH2:25][C:26]1[N:36]([CH2:37][C:38]([CH3:41])([CH3:40])[CH3:39])[C:29]2[N:30]=[C:31]([C:34]#[N:35])[N:32]=[CH:33][C:28]=2[CH:27]=1>CN(C=O)C>[CH3:39][C:38]([CH3:41])([CH3:40])[CH2:37][N:36]1[C:29]2[N:30]=[C:31]([C:34]#[N:35])[N:32]=[CH:33][C:28]=2[CH:27]=[C:26]1[CH2:25][N:12]1[C:13](=[O:14])[C:8]2[C:9](=[CH:15][CH:16]=[CH:17][CH:7]=2)[C:10]1=[O:11] |f:1.2.3|. Reported procedure: To a solution of 500 mg (1.63 mmoles) of phenylphthalimide in 20 ml of DMF, 315 mg (2.28 mmoles) of K2CO3 and 500 mg (1.63 mmoles) of 6-bromomethyl-7-(2,2-dimethyl-propyl)-7H-pyrrolo[2,3-d]pyrimidine-2-carbonitrile are added successively and the mixture is stireed for 2 hours at ambient temperature. The reaction mixture is quenched with ice-water and extracted with AcOEt. The combined extracts are washed with H2O, brine and dried over MgSO4. Chromatography on silica gel (eluent: n-Hexane:AcOEt=2... Product: CCOC(=O)c1cn2ncnc(Oc3ccc(NC(=S)NC(=O)Cc4ccc(F)cc4)cc3)c2c1C. Reactants: C1CN2CCN1CC2, CC#N, CCOC(=O)c1cn2ncnc(Cl)c2c1C, O=C(Cc1ccc(F)cc1)NC(=S)Nc1ccc(O)cc1. Reaction SMILES: [CH2:17]1[N:18]2[CH2:19][CH2:20][N:21]([CH2:22][CH2:23]2)[CH2:24]1.[CH3:46][C:47]#[N:48].[Cl:1][c:2]1[n:3][cH:4][n:5][n:6]2[c:7]1[c:8]([CH3:16])[c:9]([C:11](=[O:12])[O:13][CH2:14][CH3:15])[cH:10]2.[F:25][c:26]1[cH:27][cH:28][c:29]([CH2:32][C:33](=[O:34])[NH:35][C:36](=[S:37])[NH:38][c:39]2[cH:40][cH:41][c:42]([OH:45])[cH:43][cH:44]2)[cH:30][cH:31]1>>[c:2]1([O:45][c:42]2[cH:41][cH:40][c:39]([NH:38][C:36]([NH:35][C:33]([CH2:32][c:29]3[cH:28][cH:27][c:26]([F:25])[cH:31][cH:30]3)=[O:34])=[S:37])[cH:44][cH:43]2)[n:3][cH:4][n:5][n:6]2[c:7]1[c:8]([CH3:16])[c:9]([C:11](=[O:12])[O:13][CH2:14][CH3:15])[cH:10]2. The reactants are solution, [F-].C(CCC)[N+](CCCC)(CCCC)CCCC (tetrabutylammonium fluoride), C([O-])(O)=O.[Na+] (sodium bicarbonate), O.C1(=CC=C(C=C1)S(=O)(=O)O)C (p-Toluenesulphonic acid monohydrate), compound B, COC(C)(C)OC (2,2-dimethoxypropane). Solvent: C1CCOC1 (THF). Run at time 18 hour. The product is C(C=C)C1C(OC(OC1)(C)C)C1=CN=CS1 ((4RS,5RS)-5-allyl-2,2-dimethyl-4-(5-thiazolyl)-1,3-dioxane). Isolated yield 85.0%. RXN SMILES: O.[C:2]1([CH3:12])[CH:7]=[CH:6][C:5]([S:8](O)(=O)=O)=[CH:4]C=1.[F-].[CH2:14]([N+:18](CCCC)(CCCC)CCCC)CCC.[C:31](=O)(O)[O-].[Na+].[CH3:36][O:37][C:38]([O:41]C)([CH3:40])[CH3:39]>C1COCC1>[CH2:2]([CH:7]1[CH2:36][O:37][C:38]([CH3:40])([CH3:39])[O:41][CH:6]1[C:5]1[S:8][CH:14]=[N:18][CH:4]=1)[CH:12]=[CH2:31] |f:0.1,2.3,4.5|. Procedure: p-Toluenesulphonic acid monohydrate (13.4 g) was added to a solution of compound B (20.0 g) in 2,2-dimethoxypropane (100 ml) and the mixture was stirred for 18 hours at ambient temperature. A 1M solution of tetrabutylammonium fluoride in THF (150 ml) was then added and the mixture stirred for a further 15 minutes. The reaction mixture was then neutralised with excess saturated aqueous sodium bicarbonate solution and extracted three times with ethyl acetate. The combined extracts were dried (MgSO... Reactants: C(C)OC1=C(C=NC2=CC=C(C=C12)\C=C/1\C(N=C(S1)SC)=O)C#N (4-ethoxy-6-[2-methylsulfanyl-4-oxo-4H-thiazol-(5Z)-ylidenemethyl]-quinoline-3-carbonitrile), N1=C(C=NC=C1)CN (pyrazin-2-ylmethylamine), CCN(C(C)C)C(C)C (DIEA). The product is C(C)OC1=C(C=NC2=CC=C(C=C12)\C=C/1\C(N=C(S1)NCC1=NC=CN=C1)=O)C#N (4-ethoxy-6-[4-oxo-2-[(pyrazin-2-ylmethyl)-amino]-4H-thiazol-(5Z)-ylidenemethyl]-quinoline-3-carbonitrile). Reaction SMILES: [CH2:1]([O:3][C:4]1[C:13]2[C:8](=[CH:9][CH:10]=[C:11](/[CH:14]=[C:15]3/[C:16](=[O:22])[N:17]=[C:18](SC)[S:19]/3)[CH:12]=2)[N:7]=[CH:6][C:5]=1[C:23]#[N:24])[CH3:2].[N:25]1[CH:30]=[CH:29][N:28]=[CH:27][C:26]=1[CH2:31][NH2:32].CCN(C(C)C)C(C)C>>[CH2:1]([O:3][C:4]1[C:13]2[C:8](=[CH:9][CH:10]=[C:11](/[CH:14]=[C:15]3/[C:16](=[O:22])[N:17]=[C:18]([NH:32][CH2:31][C:26]4[CH:27]=[N:28][CH:29]=[CH:30][N:25]=4)[S:19]/3)[CH:12]=2)[N:7]=[CH:6][C:5]=1[C:23]#[N:24])[CH3:2]. Reported procedure: Similar procedure as described in example 14h was used, starting from 4-ethoxy-6-[2-methylsulfanyl-4-oxo-4H-thiazol-(5Z)-ylidenemethyl]-quinoline-3-carbonitrile (example 14g), pyrazin-2-ylmethylamine and DIEA to give 4-ethoxy-6-[4-oxo-2-[(pyrazin-2-ylmethyl)-amino]-4H-thiazol-(5Z)-ylidenemethyl]-quinoline-3-carbonitrile. LC-MS m/e 417 (MH+). The reactants are CN1N=CN=C1 (1-methyl-1,2,4-triazole), C1CCOC1 (THF), solution, C(CCC)[Li] (n-Bu-Li), hexanes, solution, C1CCOC1 (THF), BrC1=CC(=C(S1)C1=C(N=C2N1N=C(C=C2C(CC)CC)C)C)C (3-(5-Bromo-3-methyl-thiophen-2-yl)-8-(1-ethyl-propyl)-2,6-dimethyl-imidazo[1,2-b]pyridazine). The reagents and catalysts are [Cl-].[Cl-].[Zn+2] (ZnCl2), C1=CC=C(C=C1)P([C-]2C=CC=C2)C3=CC=CC=C3.C1=CC=C(C=C1)P([C-]2C=CC=C2)C3=CC=CC=C3.Cl[Pd]Cl.[Fe+2] (PdCl2(dppf)). Isolated yield 59.9%. As a reaction SMILES: [CH3:1][N:2]1[CH:6]=[N:5][CH:4]=[N:3]1.C1COCC1.C([Li])CCC.Br[C:18]1[S:22][C:21]([C:23]2[N:27]3[N:28]=[C:29]([CH3:37])[CH:30]=[C:31]([CH:32]([CH2:35][CH3:36])[CH2:33][CH3:34])[C:26]3=[N:25][C:24]=2[CH3:38])=[C:20]([CH3:39])[CH:19]=1>C(Cl)Cl.[Cl-].[Cl-].[Zn+2].C1C=CC(P(C2C=CC=CC=2)[C-]2C=CC=C2)=CC=1.C1C=CC(P(C2C=CC=CC=2)[C-]2C=CC=C2)=CC=1.Cl[Pd]Cl.[Fe+2]>[CH2:33]([CH:32]([C:31]1[C:26]2[N:27]([C:23]([C:21]3[S:22][C:18]([C:6]4[N:2]([CH3:1])[N:3]=[CH:4][N:5]=4)=[CH:19][C:20]=3[CH3:39])=[C:24]([CH3:38])[N:25]=2)[N:28]=[C:29]([CH3:37])[CH:30]=1)[CH2:35][CH3:36])[CH3:34] |f:5.6.7,8.9.10.11|. Reported procedure: To a −78° C. solution of 1-methyl-1,2,4-triazole (0.15 mL, 2.04 mmol) and THF (3 mL) is added a 1.34 M solution of n-Bu-Li in hexanes (1.60 mL, 2.14 mmol) over 20 minutes, then stirred at −78° C. for 1.5 hours. A 0.5 M solution of ZnCl2 in THF (4.28 mL, 2.14 mmol) is added and the solution warmed to ambient temperature. 3-(5-Bromo-3-methyl-thiophen-2-yl)-8-(1-ethyl-propyl)-2,6-dimethyl-imidazo[1,2-b]pyridazine (0.40 g, 1.019 mmol) and PdCl2(dppf) (0.037 g, 0.051 mmol) is added and the solution h... Product: C(C)C(CC)C=1C=2N(N=C(C1)C)C(=C(N2)C)C=2SC(=CC2C)C=2N(N=CN2)C (8-(1-ethyl-propyl)-2,6-dimethyl-3-[3-methyl-5-(2-methyl-2H-[1,2,4]triazol-3-yl)-thiophen-2-yl]-imidazo[1,2-b]pyridazine). Run in C(Cl)Cl (CH2Cl2). Reaction conditions: temperature -78 celsius, time 1.5 hour. Reactants: Cc1ccsc1C(Cc1ccccc1[N+](=O)[O-])=NO, CC(=O)OC(C)=O, c1ccncc1. Yields the product Cc1ccsc1C(Cc1ccccc1[N+](=O)[O-])=NO, CC(=O)O. As a reaction SMILES: [CH3:1][c:2]1[c:3]([C:7]([CH2:8][c:9]2[c:10]([N+:15](=[O:16])[O-:17])[cH:11][cH:12][cH:13][cH:14]2)=[N:18][OH:19])[s:4][cH:5][cH:6]1.[CH3:20][C:21](=[O:22])[O:23][C:24](=[O:25])[CH3:26].[cH:27]1[cH:28][cH:29][n:30][cH:31][cH:32]1>>[CH3:1][c:2]1[c:3]([C:7]([CH2:8][c:9]2[c:10]([N+:15](=[O:16])[O-:17])[cH:11][cH:12][cH:13][cH:14]2)=[N:18][OH:19])[s:4][cH:5][cH:6]1.[CH3:20][C:21](=[O:22])[OH:23]. The reactants are ICl (iodine monochloride), O (water), FC1=C(N)C(=CC=C1)F (2,6-Difluoroaniline), N1=CC=CC=C1 (pyridine). Solvent: C(C)(=O)O (acetic acid), C(C)(=O)O (acetic acid). Product: IC1=CC(=C(N)C(=C1)F)F (4-iodo-2,6-difluoroaniline). The yield is 58.6%. As a reaction SMILES: [F:1][C:2]1[CH:8]=[CH:7][CH:6]=[C:5]([F:9])[C:3]=1[NH2:4].N1C=CC=CC=1.[I:16]Cl.O>C(O)(=O)C>[I:16][C:7]1[CH:8]=[C:2]([F:1])[C:3]([NH2:4])=[C:5]([F:9])[CH:6]=1. Procedure: 2,6-Difluoroaniline (38 g) was dissolved in acetic acid (120 ml), and then pyridine (25 g) was added thereto, followed by stirring. Then, a mixture of iodine monochloride (50 g) with acetic acid (30 ml) was added dropwise thereto. After stirring at room temperature for 1 hour, the reaction solution was further stirred at 70° to 80° C. for 2 hours. Then, the reaction solution was poured into water, and the precipitated crystals were filtered, followed by washing with water. The resulting crystals... The reactants are CO, CC(C)(C)OC(=O)n1ncc2cc(Nc3nc(-c4cccc(NC(=O)C5CCCN5C(=O)C(F)(F)F)c4)nc4ccccc34)ccc21, [K+], [K+], O=C([O-])[O-], O. Yields the product CC(C)(C)OC(=O)n1ncc2cc(Nc3nc(-c4cccc(NC(=O)C5CCCN5)c4)nc4ccccc34)ccc21. As a reaction SMILES: [CH3:54][OH:55].[F:1][C:2]([F:3])([F:4])[C:46]([N:5]1[CH:6]([C:10](=[O:11])[NH:12][c:13]2[cH:14][c:15](-[c:19]3[n:20][c:21]4[cH:22][cH:23][cH:24][cH:25][c:26]4[c:27]([NH:29][c:30]4[cH:31][c:32]5[cH:33][n:34][n:35]([C:39](=[O:40])[O:41][C:42]([CH3:43])([CH3:44])[CH3:45])[c:36]5[cH:37][cH:38]4)[n:28]3)[cH:16][cH:17][cH:18]2)[CH2:7][CH2:8][CH2:9]1)=[O:47].[K+:48].[K+:49].[O-:50][C:51]([O-:52])=[O:53].[OH2:56]>>[NH:5]1[CH:6]([C:10](=[O:11])[NH:12][c:13]2[cH:14][c:15](-[c:19]3[n:20][c:21]4[cH:22][cH:23][cH:24][cH:25][c:26]4[c:27]([NH:29][c:30]4[cH:31][c:32]5[cH:33][n:34][n:35]([C:39](=[O:40])[O:41][C:42]([CH3:43])([CH3:44])[CH3:45])[c:36]5[cH:37][cH:38]4)[n:28]3)[cH:16][cH:17][cH:18]2)[CH2:7][CH2:8][CH2:9]1.